From a dataset of the Open Reaction Database (ORD), a public repository of structured organic reaction records. describe an organic reaction: reactants, conditions, products, and yield Reaction SMILES: [CH2:1]([N:8]1C(=O)C2[C:11](=[CH:12][C:13]([Cl:19])=[CH:14][CH:15]=2)[N:10]=[C:9]1[CH:20]([N:24]([CH2:33][CH:34](OC)OC)[C:25](=O)[C:26]1[CH:31]=[CH:30][CH:29]=[CH:28][CH:27]=1)[CH:21]([CH3:23])[CH3:22])[C:2]1[CH:7]=[CH:6][CH:5]=[CH:4][CH:3]=1.[C:39]([O-:42])(=O)[CH3:40].[NH4+:43]>C(O)(=O)C>[CH2:1]([N:8]1[C:39](=[O:42])[C:40]2[C:11](=[CH:12][C:13]([Cl:19])=[CH:14][CH:15]=2)[N:10]=[C:9]1[CH:20]([N:24]1[CH:33]=[CH:34][N:43]=[C:25]1[C:26]1[CH:27]=[CH:28][CH:29]=[CH:30][CH:31]=1)[CH:21]([CH3:23])[CH3:22])[C:2]1[CH:7]=[CH:6][CH:5]=[CH:4][CH:3]=1 |f:1.2|. Solvent: C(C)(=O)O (acetic acid). The product is C(C1=CC=CC=C1)N1C(=NC2=CC(=CC=C2C1=O)Cl)C(C(C)C)N1C(=NC=C1)C1=CC=CC=C1 (3-Benzyl-7-chloro-2-[2-methyl-1-(2-phenyl-imidazol-1-yl)-propyl]-3H-quinazolin-4-one). Procedure: A solution of N-[1-(3-benzyl-7-chloro-4-oxo-3,4-dihydro-quinazolin-2-yl)-2-methyl-propyl]-N-(2,2-dimethoxy-ethyl)-benzamide (288 mg, 0.539 mmol) and ammonium acetate (374 mg, 4.85 mmol) in acetic acid (4.0 mL) was refluxed for 2.0 h. The reaction was concentrated in vacuo and the residue was dissolved in ethyl acetate and washed sequentially with saturated sodium carbonate, water, and brine. The organic layer was dried (Na2SO4), concentrated in vacuo, and recrystallized from ethanol to give the ... Yield: 22.6%. Starting materials: C(C1=CC=CC=C1)N1C(=NC2=CC(=CC=C2C1=O)Cl)C(C(C)C)N(C(C1=CC=CC=C1)=O)CC(OC)OC (N-[1-(3-benzyl-7-chloro-4-oxo-3,4-dihydro-quinazolin-2-yl)-2-methyl-propyl]-N-(2,2-dimethoxy-ethyl)-benzamide), C(C)(=O)[O-].[NH4+] (ammonium acetate).